describe an organic reaction: reactants, conditions, products, and yield From a dataset of the Open Reaction Database (ORD), a public repository of structured organic reaction records. Starting materials: OC1=C(C=CC(=C1CCC)O)C(C)=O (1-(2,4-dihydroxy-3-propylphenyl)ethanone), C(C)OC(COC1=C(C(=C(C=C1)C(C)=O)OCCCCOCCCCI)CCC)=O ([4-acetyl-3-[4-(4-iodobutoxy)butoxy]-2-propylphenoxy]acetic acid ethyl ester), C([O-])([O-])=O.[K+].[K+] (potassium carbonate). Solvent: CC(=O)C (acetone). Product: C(C)OC(COC1=C(C(=C(C=C1)C(C)=O)OCCCCOCCCCOC1=C(C(=C(C=C1)C(C)=O)O)CCC)CCC)=O ([4-acetyl-3-[4-[4-(4-acetyl-3-hydroxy-2-propylphenoxy)butoxy]butoxy]-2-propylphenoxy]acetic acid ethyl ester). Yield: 87.1%. As a reaction SMILES: [OH:1][C:2]1[C:7]([CH2:8][CH2:9][CH3:10])=[C:6]([OH:11])[CH:5]=[CH:4][C:3]=1[C:12](=[O:14])[CH3:13].[CH2:15]([O:17][C:18](=[O:44])[CH2:19][O:20][C:21]1[CH:26]=[CH:25][C:24]([C:27](=[O:29])[CH3:28])=[C:23]([O:30][CH2:31][CH2:32][CH2:33][CH2:34][O:35][CH2:36][CH2:37][CH2:38][CH2:39]I)[C:22]=1[CH2:41][CH2:42][CH3:43])[CH3:16].C(=O)([O-])[O-].[K+].[K+]>CC(C)=O>[CH2:15]([O:17][C:18](=[O:44])[CH2:19][O:20][C:21]1[CH:26]=[CH:25][C:24]([C:27](=[O:29])[CH3:28])=[C:23]([O:30][CH2:31][CH2:32][CH2:33][CH2:34][O:35][CH2:36][CH2:37][CH2:38][CH2:39][O:11][C:6]2[CH:5]=[CH:4][C:3]([C:12](=[O:14])[CH3:13])=[C:2]([OH:1])[C:7]=2[CH2:8][CH2:9][CH3:10])[C:22]=1[CH2:41][CH2:42][CH3:43])[CH3:16] |f:2.3.4|. Procedure: A mixture of 1.00 g (0.0052 mole) of 1-(2,4-dihydroxy-3-propylphenyl)ethanone, 2.78 g (0.0052 mole) of [4-acetyl-3-[4-(4-iodobutoxy)butoxy]-2-propylphenoxy]acetic acid ethyl ester and 1.44 g (0.010 mole) of anhydrous potassium carbonate in 75 ml of anhydrous acetone was stirred at reflux for 18 hours. The reaction mixture was filtered and the filtrate was concentrated in vacuo. The residue was purified by HPLC using 35% ethyl acetate-hexane to give 2.72 g (87% yield) of [4-acetyl-3-[4-[4-(4-acet... Reactants: Cl (HCl), COC(=O)N[C@H](C(=O)N1CC2(OCCO2)C[C@H]1C(=O)OC)C(C)C ((S)-methyl 7-((S)-2-(methoxycarbonylamino)-3-methylbutanoyl)-1,4-dioxa-7-azaspiro[4.4]nonane-8-carboxylate), C(C)(C)(C)O (tert-butanol), [Li+].[OH-] (LiOH). Run in CCOC(=O)C (EtOAc). Run at time 2 hour. Yields the product COC(=O)N[C@H](C(=O)N1CC2(OCCO2)C[C@H]1C(=O)O)C(C)C ((S)-7-((S)-2-(methoxycarbonylamino)-3-methylbutanoyl)-1,4-dioxa-7-azaspiro[4.4]nonane-8-carboxylic acid). RXN SMILES: [CH3:1][O:2][C:3]([NH:5][C@@H:6]([CH:22]([CH3:24])[CH3:23])[C:7]([N:9]1[C@H:17]([C:18]([O:20]C)=[O:19])[CH2:16][C:11]2([O:15][CH2:14][CH2:13][O:12]2)[CH2:10]1)=[O:8])=[O:4].C(O)(C)(C)C.[Li+].[OH-].Cl>CCOC(C)=O>[CH3:1][O:2][C:3]([NH:5][C@@H:6]([CH:22]([CH3:24])[CH3:23])[C:7]([N:9]1[C@H:17]([C:18]([OH:20])=[O:19])[CH2:16][C:11]2([O:15][CH2:14][CH2:13][O:12]2)[CH2:10]1)=[O:8])=[O:4] |f:2.3|. Reported procedure: In a 10 mL round-bottomed flask, (S)-methyl 7-((S)-2-(methoxycarbonylamino)-3-methylbutanoyl)-1,4-dioxa-7-azaspiro[4.4]nonane-8-carboxylate (150 mg, 436 μmol) was combined with tert-butanol (250 μl) to give a colorless solution. LiOH (1M, 871 μl, Eq: 2) was added and stirred at room temperature for 2 hr. It was acidified with 1N HCl to pH 3 and diluted with 100 ml of EtOAc. It was washed with brine (5 ml), dried with MgSO4, filtered and concentrated in vacuo to afford (S)-7-((S)-2-(methoxycarbon... The product is C(C)OC(=O)C=1C2=C(N=C(C1)Cl)N(N=C2\C=C\C2=CC=CC=C2)C2OCCCC2 (6-chloro-3-((E)-styryl)-1-(tetrahydro-pyran-2-yl)-1H-pyrazolo[3,4-b]pyridine-4-carboxylic acid ethyl ester). Reported procedure: Utilizing the procedure described in example 14.5 except substituting 4-[6-chloro-1-(tetrahydro-pyran-2-yl)-3-vinyl-1H-pyrazolo[3,4-b]pyridine-4-carbonyl]-piperazine-1-carboxylic acid tert-butyl ester with 6-chloro-1-(tetrahydro-pyran-2-yl)-3-vinyl-1H-pyrazolo[3,4-b]pyridine-4-carboxylic acid ethyl ester and substituting (3-iodo-benzyl)-dimethyl-amine for iodobenzene, 6-chloro-3-((E)-styryl)-1-(tetrahydro-pyran-2-yl)-1H-pyrazolo[3,4-b]pyridine-4-carboxylic acid ethyl ester was obtained (2.8 g, 6... Starting materials: C(C)OC(=O)C=1C2=C(N=C(C1)Cl)N(N=C2C=C)C2OCCCC2 (6-chloro-1-(tetrahydro-pyran-2-yl)-3-vinyl-1H-pyrazolo[3,4-b]pyridine-4-carboxylic acid ethyl ester), IC1=CC=CC=C1 (iodobenzene). RXN SMILES: [CH2:1]([O:3][C:4]([C:6]1[C:7]2[C:15]([CH:16]=[CH2:17])=[N:14][N:13]([CH:18]3[CH2:23][CH2:22][CH2:21][CH2:20][O:19]3)[C:8]=2[N:9]=[C:10]([Cl:12])[CH:11]=1)=[O:5])[CH3:2].I[C:25]1[CH:30]=[CH:29][CH:28]=[CH:27][CH:26]=1>>[CH2:1]([O:3][C:4]([C:6]1[C:7]2[C:15](/[CH:16]=[CH:17]/[C:25]3[CH:30]=[CH:29][CH:28]=[CH:27][CH:26]=3)=[N:14][N:13]([CH:18]3[CH2:23][CH2:22][CH2:21][CH2:20][O:19]3)[C:8]=2[N:9]=[C:10]([Cl:12])[CH:11]=1)=[O:5])[CH3:2].